From a dataset of the Open Reaction Database (ORD), a public repository of structured organic reaction records. describe an organic reaction: reactants, conditions, products, and yield Starting materials: S(O)(O)(=O)=O (sulfuric acid), FC=1C=CC=C2C=C(C=NC12)OC=1C(=NC=CC1)C(C#N)(C)C (2-[3-(8-fluoro-quinolin-3-yloxy)-pyridin-2-yl]-2-methylpropionitrile), C(C)O (ethanol), C(O)([O-])=O.[Na+] (sodium hydrogen carbonate). Run at temperature 100 celsius, time 6 hour. The product is C(C)OC(C(C)(C)C1=NC=CC=C1OC=1C=NC2=C(C=CC=C2C1)F)=O (2-[3-(8-fluoro-quinolin-3-yloxy)-pyridin-2-yl]-2-methylpropionic acid ethyl ester). RXN SMILES: S(=O)(=O)(O)O.[F:6][C:7]1[CH:8]=[CH:9][CH:10]=[C:11]2[C:16]=1[N:15]=[CH:14][C:13]([O:17][C:18]1[C:19]([C:24]([CH3:28])([CH3:27])[C:25]#N)=[N:20][CH:21]=[CH:22][CH:23]=1)=[CH:12]2.C(=O)([O-])[OH:30].[Na+].[CH2:34]([OH:36])[CH3:35]>>[CH2:34]([O:36][C:25](=[O:30])[C:24]([C:19]1[C:18]([O:17][C:13]2[CH:14]=[N:15][C:16]3[C:11]([CH:12]=2)=[CH:10][CH:9]=[CH:8][C:7]=3[F:6])=[CH:23][CH:22]=[CH:21][N:20]=1)([CH3:27])[CH3:28])[CH3:35] |f:2.3|. Procedure: 2 ml of ethanol and 2 ml of concentrated sulfuric acid were added to 0.38 g of 2-[3-(8-fluoro-quinolin-3-yloxy)-pyridin-2-yl]-2-methylpropionitrile. The mixture was stirred for 6 hours at 100° C. Subsequently, saturated aqueous sodium hydrogen carbonate solution was added thereto to stop the reaction. The resultant was then extracted with ethyl acetate followed by distilling off the solvent of the organic layer. Subsequently, the resultant was purified by silica gel column chromatography to obta...